Task: describe an organic reaction: reactants, conditions, products, and yield. Dataset: the Open Reaction Database (ORD), a public repository of structured organic reaction records The reactants are [H-].C(C(C)C)[Al+]CC(C)C (diisobutylaluminium hydride), O (Water), C(C)(C)(C)OC1=NC=NC=C1C(=O)OCC (ethyl 4-tert-butoxypyrimidine-5-carboxylate), C(=O)([O-])C(O)C(O)C(=O)[O-].[Na+].[K+] (potassium sodium (+)-tartrate). Run in C1(=CC=CC=C1)C (toluene), C(C)(=O)OCC (ethyl acetate). Reaction conditions: temperature -78 celsius, time 30 minute. The product is C(C)(C)(C)OC1=NC=NC=C1C=O (4-tert-butoxypyrimidine-5-carboxaldehyde). Isolated yield 108.4%. RXN SMILES: [C:1]([O:5][C:6]1[C:11]([C:12](OCC)=[O:13])=[CH:10][N:9]=[CH:8][N:7]=1)([CH3:4])([CH3:3])[CH3:2].[H-].C([Al+]CC(C)C)C(C)C.C(C(C(C([O-])=O)O)O)([O-])=O.[Na+].[K+].O>C1(C)C=CC=CC=1.C(OCC)(=O)C>[C:1]([O:5][C:6]1[C:11]([CH:12]=[O:13])=[CH:10][N:9]=[CH:8][N:7]=1)([CH3:4])([CH3:2])[CH3:3] |f:1.2,3.4.5|. Reported procedure: After dissolving 976 mg of ethyl 4-tert-butoxypyrimidine-5-carboxylate in 15 ml of toluene, the solution was cooled to −78° C. 3.2 ml of diisobutylaluminium hydride (1.5 M, toluene solution) was added dropwise while stirring, and then after 30 minutes, an aqueous solution of potassium sodium (+)-tartrate was added and the mixture was stirred at room temperature. Water was added to the reaction solution and extraction was performed with ethyl acetate. The organic layer was washed with water and s... Starting materials: Cl, O=C(O)c1cnc2cc([N+](=O)[O-])ccc2n1, CC(C)(C)NC(=O)C1CC(Cl)CN1C(=O)C(O)C(Cc1ccccc1)NC(=O)C(N)CC(N)=O. The product is CC(C)(C)NC(=O)C1CC(Cl)CN1C(=O)C(O)C(Cc1ccccc1)NC(=O)C(CC(N)=O)NC(=O)c1cnc2cc([N+](=O)[O-])ccc2n1. As a reaction SMILES: [ClH:1].[N+:36](=[O:37])([O-:38])[c:39]1[cH:40][c:41]2[n:42][cH:43][c:44]([C:49](=[O:50])[OH:51])[n:45][c:46]2[cH:47][cH:48]1.[NH2:2][CH:3]([CH2:4][C:5]([NH2:6])=[O:7])[C:8](=[O:9])[NH:10][CH:11]([CH:12]([C:13](=[O:14])[N:15]1[CH:16]([C:17](=[O:18])[NH:19][C:20]([CH3:21])([CH3:22])[CH3:23])[CH2:24][CH:25]([Cl:27])[CH2:26]1)[OH:28])[CH2:29][c:30]1[cH:31][cH:32][cH:33][cH:34][cH:35]1>>[NH:2]([CH:3]([CH2:4][C:5]([NH2:6])=[O:7])[C:8](=[O:9])[NH:10][CH:11]([CH:12]([C:13](=[O:14])[N:15]1[CH:16]([C:17](=[O:18])[NH:19][C:20]([CH3:21])([CH3:22])[CH3:23])[CH2:24][CH:25]([Cl:27])[CH2:26]1)[OH:28])[CH2:29][c:30]1[cH:31][cH:32][cH:33][cH:34][cH:35]1)[C:49]([c:44]1[cH:43][n:42][c:41]2[cH:40][c:39]([N+:36](=[O:37])[O-:38])[cH:48][cH:47][c:46]2[n:45]1)=[O:50]. The product is C(#CCCCCCCCC)C1=CC=C(CNC2=CC=C(C=C2)C(F)(F)F)C=C1 (N-(4-dec-1-ynylbenzyl)-N-[4-(trifluoromethyl)phenyl]amine). Reactants: C(#CCCCCCCCC)C1=CC=C(C=O)C=C1 (4-dec-1-ynylbenzaldehyde), FC(C1=CC=C(N)C=C1)(F)F (4-(trifluoromethyl)aniline). As a reaction SMILES: [C:1]([C:11]1[CH:18]=[CH:17][C:14]([CH:15]=O)=[CH:13][CH:12]=1)#[C:2][CH2:3][CH2:4][CH2:5][CH2:6][CH2:7][CH2:8][CH2:9][CH3:10].[F:19][C:20]([F:29])([F:28])[C:21]1[CH:27]=[CH:26][C:24]([NH2:25])=[CH:23][CH:22]=1>>[C:1]([C:11]1[CH:18]=[CH:17][C:14]([CH2:15][NH:25][C:24]2[CH:26]=[CH:27][C:21]([C:20]([F:19])([F:28])[F:29])=[CH:22][CH:23]=2)=[CH:13][CH:12]=1)#[C:2][CH2:3][CH2:4][CH2:5][CH2:6][CH2:7][CH2:8][CH2:9][CH3:10]. Isolated yield 50.0%. Procedure details: The same procedure as employed in the preparation of Example 226 (step a) but using 4-dec-1-ynylbenzaldehyde and 4-(trifluoromethyl)aniline gave the title compound as a colorless oil (50%). 1H NMR (CDCl3, 300 MHz) δ 7.32 (d, J=8.3 Hz, 2H), 7.29 (d, J=8.3 Hz, 2H), 7.21-7.13 (m, 2H), 6.50 (d, J=8.7 Hz, 2H), 4.28 (s, 2H), 2.32 (t, J=7.2 Hz, 2H), 1.60-1.43 (m, 2H), 1.43-1.31 (m, 2H), 1.30-1.11 (m, 8H), 0.87-0.75 (m, 3H). M−(LC/MS(ESI)): 386.4. HPLC (Condition A), Rt: 6.43 min (HPLC purity: 82.6%). The reactants are BrC1=CC=C(C(CC2CSCCC2=O)=O)C=C1 (3-(4-bromophenacyl)-2,3,5,6-tetrahydrothiopyran-4-one), CN(CCCN)C (3-dimethylaminopropylamine). The reagents and catalysts are Cl (hydrochloric acid). Solvent: C(C)O (ethanol). Run at time 8 hour. Yields the product CN(CCCN1C2=C(C=C1C1=CC=C(C=C1)Br)CSCC2)C (1-(3-dimethylaminopropyl)-2-(4-bromophenyl)-1,4,6,7-tetrahydrothiopyrano[4,3-b]-pyrrole). As a reaction SMILES: [Br:1][C:2]1[CH:17]=[CH:16][C:5]([C:6](=O)[CH2:7][CH:8]2[C:13](=O)[CH2:12][CH2:11][S:10][CH2:9]2)=[CH:4][CH:3]=1.[CH3:18][N:19]([CH3:24])[CH2:20][CH2:21][CH2:22][NH2:23]>Cl.C(O)C>[CH3:18][N:19]([CH3:24])[CH2:20][CH2:21][CH2:22][N:23]1[C:6]([C:5]2[CH:16]=[CH:17][C:2]([Br:1])=[CH:3][CH:4]=2)=[CH:7][C:8]2[CH2:9][S:10][CH2:11][CH2:12][C:13]1=2. Procedure: A solution of 60 g (0.019 mole) of 3-(4-bromophenacyl)-2,3,5,6-tetrahydrothiopyran-4-one, 1.97 g of 3-dimethylaminopropylamine, 20 ml. of ethanol, and one drop of concentrated hydrochloric acid is heated under reflux under nitrogen for 2.5 hours and allowed to stand overnight during which time crystals precipitated. Recrystallization from ethanol gives colorless crystals of 1-(3-dimethylaminopropyl)-2-(4-bromophenyl)-1,4,6,7-tetrahydrothiopyrano[4,3-b]-pyrrole, m.p. 88° to 90°C. The reactants are ClC(C(=O)Cl)(Cl)Cl (trichloroacetyl chloride), O[C@H]1C[C@@H]2CC[C@H]3[C@@H]4CC[C@H](C(C)=O)[C@]4(CC([C@@H]3[C@]2(CC1)C)=O)C (3α-hydroxy-5α-pregnane-11,20-dione), N1=CC=CC=C1 (pyridine). The solvent is O1CCCC1 (tetrahydrofuran), O1CCCC1 (tetrahydrofuran). Yields the product benzene-petrol, ClC(C(=O)O[C@H]1C[C@@H]2CC[C@H]3[C@@H]4CC[C@H](C(C)=O)[C@]4(CC([C@@H]3[C@]2(CC1)C)=O)C)(Cl)Cl (3α-Trichloroacetoxy-5α-pregnane-11,20-dione). As a reaction SMILES: [Cl:1][C:2]([Cl:7])([Cl:6])[C:3](Cl)=[O:4].[OH:8][C@@H:9]1[CH2:28][CH2:27][C@@:26]2([CH3:29])[C@@H:11]([CH2:12][CH2:13][C@@H:14]3[C@@H:25]2[C:24](=[O:30])[CH2:23][C@@:22]2([CH3:31])[C@H:15]3[CH2:16][CH2:17][C@@H:18]2[C:19](=[O:21])[CH3:20])[CH2:10]1.N1C=CC=CC=1>O1CCCC1>[Cl:1][C:2]([Cl:7])([Cl:6])[C:3]([O:8][C@@H:9]1[CH2:28][CH2:27][C@@:26]2([CH3:29])[C@@H:11]([CH2:12][CH2:13][C@@H:14]3[C@@H:25]2[C:24](=[O:30])[CH2:23][C@@:22]2([CH3:31])[C@H:15]3[CH2:16][CH2:17][C@@H:18]2[C:19](=[O:21])[CH3:20])[CH2:10]1)=[O:4]. Procedure details: A solution of trichloroacetyl chloride (0.5 ml.) in dry tetrahydrofuran (8 ml.) was added dropwise to a cooled (-80°) and stirred solution of 3α-hydroxy-5α-pregnane-11,20-dione (0.75 g.) and pyridine (0.35 ml.) in dry tetrahydrofuran (15 ml.). After 30 min. the mixture was concentrated in vacuo and the residue was partitioned between ethyl acetate and water. The organic layer was washed with 2N-hydrochloric acid, aqueous sodium hydrogen carbonate, then water. The solution was dried and concentra... Starting materials: [H-].[Na+] (sodium hydride), C(C)(C)(C)OC(NC1CC=CCC1)=O (cyclohex-3-enyl-carbamic acid tert-butyl ester), C(C)I (ethyl iodide), C1CCCCC1.C(C)(=O)OCC (cyclohexane ethyl acetate). Solvent: CS(=O)C (DMSO). Reaction conditions: time 2 hour. Yields the product C(C)(C)(C)OC(N(C1CC=CCC1)CC)=O (N-Ethyl-N-(cyclohex-3-enyl)-carbamic acid tert-butyl ester). Isolated yield 58.0%. RXN SMILES: [C:1]([O:5][C:6](=[O:14])[NH:7][CH:8]1[CH2:13][CH2:12][CH:11]=[CH:10][CH2:9]1)([CH3:4])([CH3:3])[CH3:2].[H-].[Na+].[CH2:17](I)[CH3:18].C1CCCCC1.C(OCC)(=O)C>CS(C)=O>[C:1]([O:5][C:6](=[O:14])[N:7]([CH2:17][CH3:18])[CH:8]1[CH2:13][CH2:12][CH:11]=[CH:10][CH2:9]1)([CH3:4])([CH3:2])[CH3:3] |f:1.2,4.5|. Reported procedure: To a solution of cyclohex-3-enyl-carbamic acid tert-butyl ester (Kampferer, P.; Vasella, A. Helvetica Chimica Acta 2004, 87, 2764-2789) (4.34 g, 22 mmol) in 20 ml of DMSO was added sodium hydride (880 mg, 60% dispersion, 22 mmol) and after one hour of stirring ethyl iodide (1.78 ml, 22 mmol). After further stirring for 2 hours at room temperature the reaction mixture was concentrated under reduced pressure. The residue was diluted with water and brine and extracted three times with ethyl acetate... The reactants are solid, Cl.Cl.Cl.O1CCC=2C1=C(N=CC2)N2CCN(CC2)CC[C@@H]2CC[C@H](CC2)N (trans-4-{2-[4-(2,3-dihydro-furo[2,3-c]pyridin-7-yl)-piperazin-1-yl]-ethyl}-cyclohexylamine trihydrochloride), Cl.Cl.Cl.O1CCC=2C1=C(N=CC2)N2CCN(CC2)CC[C@@H]2CC[C@H](CC2)N (trans-4-{2-[4-(2,3-dihydro-furo[2,3-c]pyridin-7-yl)-piperazin-1-yl]-ethyl}-cyclohexylamine trihydrochloride), O1CCC(CC1)CC(=O)O (tetrahydropyran-4-yl-acetic acid). The product is O1CCC=2C1=C(N=CC2)N2CCN(CC2)CC[C@@H]2CC[C@H](CC2)NC(CC2CCOCC2)=O (trans-N-(4-{2-[4-(2,3-Dihydro-furo[2,3-c]pyridin-7-yl)-piperazin-1-yl]-ethyl}-cyclohexyl)-2-(tetrahydro-pyran-4-yl)-acetamide). As a reaction SMILES: Cl.Cl.Cl.[O:4]1[C:8]2=[C:9]([N:13]3[CH2:18][CH2:17][N:16]([CH2:19][CH2:20][C@H:21]4[CH2:26][CH2:25][C@H:24]([NH2:27])[CH2:23][CH2:22]4)[CH2:15][CH2:14]3)[N:10]=[CH:11][CH:12]=[C:7]2[CH2:6][CH2:5]1.[O:28]1[CH2:33][CH2:32][CH:31]([CH2:34][C:35](O)=[O:36])[CH2:30][CH2:29]1>>[O:4]1[C:8]2=[C:9]([N:13]3[CH2:18][CH2:17][N:16]([CH2:19][CH2:20][C@H:21]4[CH2:26][CH2:25][C@H:24]([NH:27][C:35](=[O:36])[CH2:34][CH:31]5[CH2:32][CH2:33][O:28][CH2:29][CH2:30]5)[CH2:23][CH2:22]4)[CH2:15][CH2:14]3)[N:10]=[CH:11][CH:12]=[C:7]2[CH2:6][CH2:5]1 |f:0.1.2.3|. Reported procedure: The title compound, white solid (126 mg, 92%), MS (ISP) m/z=457.4 [(M+H)+], mp 222.5° C., was prepared in accordance with the general method of example 6 from trans-4-{2-[4-(2,3-dihydro-furo[2,3-c]pyridin-7-yl)-piperazin-1-yl]-ethyl}-cyclohexylamine trihydrochloride (intermediate B) (132 mg, 0.3 mmol) and tetrahydropyran-4-yl-acetic acid. The reactants are ClC(=O)N1C=2C(C(NC3=C1C=CC=C3)=O)=CSC2C (4-(chlorocarbonyl)-4,9-dihydro-3-methyl-10H-thieno[3,4-b][1,5]benzodiazepin-10-one), C(C)N(CC)CC1N(CCCC1)CCN (2-[2-[(diethylamino)methyl]-piperidin-1-yl]ethanamine). Run in C(C)#N (acetonitrile). Product: C(C)N(CC)CC1N(CCCC1)CCNC(=O)N1C=2C(C(NC3=C1C=CC=C3)=O)=CSC2C (4-[[[2-[2-[(Diethylamino)methyl]-piperidin-1-yl]ethyl]amino]carbonyl]-4,9-dihydro-3-methyl-10H-thieno[3,4-b][1,5]benzodiazepin-10-one). Yield: 39.0%. RXN SMILES: Cl[C:2]([N:4]1[C:10]2[CH:11]=[CH:12][CH:13]=[CH:14][C:9]=2[NH:8][C:7](=[O:15])[C:6]2=[CH:16][S:17][C:18]([CH3:19])=[C:5]12)=[O:3].[CH2:20]([N:22]([CH2:25][CH:26]1[CH2:31][CH2:30][CH2:29][CH2:28][N:27]1[CH2:32][CH2:33][NH2:34])[CH2:23][CH3:24])[CH3:21]>C(#N)C>[CH2:20]([N:22]([CH2:25][CH:26]1[CH2:31][CH2:30][CH2:29][CH2:28][N:27]1[CH2:32][CH2:33][NH:34][C:2]([N:4]1[C:10]2[CH:11]=[CH:12][CH:13]=[CH:14][C:9]=2[NH:8][C:7](=[O:15])[C:6]2=[CH:16][S:17][C:18]([CH3:19])=[C:5]12)=[O:3])[CH2:23][CH3:24])[CH3:21]. Reported procedure: Prepared analogously to Example 2 from 4-(chlorocarbonyl)-4,9-dihydro-3-methyl-10H-thieno[3,4-b][1,5]benzodiazepin-10-one and 2-[2-[(diethylamino)methyl]-piperidin-1-yl]ethanamine in a yield of 39% of theory. Colourless cystals, m.p. 138°-140° C. (acetonitrile).